From a dataset of the Open Reaction Database (ORD), a public repository of structured organic reaction records. describe an organic reaction: reactants, conditions, products, and yield The solvent is CN1C(CCC1)=O (N-methyl-2-pyrrolidone), O (water). Reaction SMILES: [Cl:1][C:2]1[CH:3]=[N:4][CH:5]=[CH:6][C:7]=1[OH:8].F[C:10]1[CH:15]=[CH:14][CH:13]=[C:12]([C:16]([F:19])([F:18])[F:17])[CH:11]=1.C(=O)([O-])[O-].[K+].[K+]>CN1CCCC1=O.O>[Cl:1][C:2]1[C:7](=[O:8])[CH:6]=[CH:5][N:4]([C:10]2[CH:15]=[CH:14][CH:13]=[C:12]([C:16]([F:19])([F:18])[F:17])[CH:11]=2)[CH:3]=1 |f:2.3.4|. The product is ClC1=CN(C=CC1=O)C1=CC(=CC=C1)C(F)(F)F (3-chloro-1-[3-(trifluoromethyl)phenyl]pyridin-4(1H)-one). Reported procedure: 3-Chloropyridin-4-ol (0.259 g), 1-fluoro-3-(trifluoromethyl)benzene (0.126 mL) and potassium carbonate (0.276 g) were suspended in N-methyl-2-pyrrolidone (1.2 mL), and the suspension was stirred at 150° C. for 2 hr. The reaction mixture was cooled to room temperature, diluted with water, extracted with ethyl acetate, dried over anhydrous magnesium sulfate, filtered, concentrated, and purified by silica gel column chromatography (ethyl acetate/hexane→methanol/ethyl acetate) to give the title comp... Conditions: temperature 150 celsius, time 2 hour. Reactants: ClC=1C=NC=CC1O (3-Chloropyridin-4-ol), FC1=CC(=CC=C1)C(F)(F)F (1-fluoro-3-(trifluoromethyl)benzene), C([O-])([O-])=O.[K+].[K+] (potassium carbonate). Starting materials: CCOC(=O)C1CCCCC1=O (ethyl cyclohexanone-2-carboxylate), C(C)O (ethanol), CNC (dimethylamine). Run at temperature 0 celsius. Product: CN(C(=O)C1C(CCCC1)=O)C (N,N-Dimethyl-2-oxocyclohexancarboxamide). As a reaction SMILES: CC[O:3][C:4]([CH:6]1[C:11](=[O:12])[CH2:10][CH2:9][CH2:8][CH2:7]1)=O.C(O)C.[CH3:16][NH:17][CH3:18]>>[CH3:16][N:17]([CH3:18])[C:4]([CH:6]1[CH2:7][CH2:8][CH2:9][CH2:10][C:11]1=[O:12])=[O:3]. Procedure details: 0.313 mol (50 ml) of ethyl cyclohexanone-2-carboxylate and 140 ml 33% dimethylamine in ethanol (about 0.78 mol dimethylamine) were stirred in a pressure reactor for 12 hours at 110° C. After cooling the reaction mixture was concentrated on a rotary evaporator, the residue was dissolved in 500 ml ethyl acetate and the organic phase was washed with 200 ml of 1 M NaOH and 3×50 ml water. The organic phase was then evaporated on a rotary evaporator to dryness. 46 g of the crude product was dissolved ... Starting materials: COc1ncc(-c2cccc(-n3cnc(C(=O)N(C)OC)c3)c2)c(OC)n1, c1ccoc1. Yields the product COc1ncc(-c2cccc(-n3cnc(C(=O)c4ccco4)c3)c2)c(OC)n1. As a reaction SMILES: [CH3:1][O:2][N:3]([C:4](=[O:5])[c:6]1[n:7][cH:8][n:9](-[c:11]2[cH:12][c:13](-[c:17]3[c:18]([O:25][CH3:26])[n:19][c:20]([O:23][CH3:24])[n:21][cH:22]3)[cH:14][cH:15][cH:16]2)[cH:10]1)[CH3:27].[o:28]1[cH:29][cH:30][cH:31][cH:32]1>>[C:4](=[O:5])([c:6]1[n:7][cH:8][n:9](-[c:11]2[cH:12][c:13](-[c:17]3[c:18]([O:25][CH3:26])[n:19][c:20]([O:23][CH3:24])[n:21][cH:22]3)[cH:14][cH:15][cH:16]2)[cH:10]1)[c:29]1[o:28][cH:32][cH:31][cH:30]1. Starting materials: CC#N, CCCCCCCOc1ccc(CCC(C)(CO)NC(=O)OC(C)(C)C)cc1, CCOC(C)=O, Cl, O=S(Cl)Cl, c1ccncc1. Product: CCCCCCCOc1ccc(CCC2(C)COS(=O)N2C(=O)OC(C)(C)C)cc1. Reaction SMILES: [C:40](#[N:41])[CH3:42].[C:5]([CH3:6])([CH3:7])([CH3:8])[O:9][C:10]([NH:11][C:12]([CH2:13][CH2:14][c:15]1[cH:16][cH:17][c:18]([O:21][CH2:22][CH2:23][CH2:24][CH2:25][CH2:26][CH2:27][CH3:28])[cH:19][cH:20]1)([CH3:29])[CH2:30][OH:31])=[O:32].[CH3:43][CH2:44][O:45][C:46]([CH3:47])=[O:48].[ClH:39].[S:1](=[O:2])([Cl:3])[Cl:4].[cH:33]1[cH:34][cH:35][n:36][cH:37][cH:38]1>>[S:1]1(=[O:2])[N:11]([C:10]([O:9][C:5]([CH3:6])([CH3:7])[CH3:8])=[O:32])[C:12]([CH2:13][CH2:14][c:15]2[cH:16][cH:17][c:18]([O:21][CH2:22][CH2:23][CH2:24][CH2:25][CH2:26][CH2:27][CH3:28])[cH:19][cH:20]2)([CH3:29])[CH2:30][O:31]1. Starting materials: ClC1=CC=C(C=C1)SC1=C(N=C(O1)C1=CC=CC=C1)C1=CC=C(C(=O)OC)C=C1 (Methyl 4-{5-[(4-chlorophenyl)thio]-2-phenyl-1,3-oxazol-4-yl}benzoate), CCOC(=O)C (EtOAc), NN (hydrazine). Solvent: CCO (EtOH). Yields the product ClC1=CC=C(C=C1)SC1=C(N=C(O1)C1=CC=CC=C1)C1=CC=C(C(=O)NN)C=C1 (4-{5-[(4-chlorophenyl)thio]-2-phenyl-1,3-oxazol-4-yl}benzohydrazide). RXN SMILES: [Cl:1][C:2]1[CH:7]=[CH:6][C:5]([S:8][C:9]2[O:13][C:12]([C:14]3[CH:19]=[CH:18][CH:17]=[CH:16][CH:15]=3)=[N:11][C:10]=2[C:20]2[CH:29]=[CH:28][C:23]([C:24](OC)=[O:25])=[CH:22][CH:21]=2)=[CH:4][CH:3]=1.CCOC(C)=O.[NH2:36][NH2:37]>CCO>[Cl:1][C:2]1[CH:7]=[CH:6][C:5]([S:8][C:9]2[O:13][C:12]([C:14]3[CH:19]=[CH:18][CH:17]=[CH:16][CH:15]=3)=[N:11][C:10]=2[C:20]2[CH:29]=[CH:28][C:23]([C:24]([NH:36][NH2:37])=[O:25])=[CH:22][CH:21]=2)=[CH:4][CH:3]=1. Reported procedure: Methyl 4-{5-[(4-chlorophenyl)thio]-2-phenyl-1,3-oxazol-4-yl}benzoate from Step B (33 mg, 0.077 mmol) was suspended in 1 mL of EtOH and 0.5 mL of anhydrous hydrazine, and heated to reflux for 2 h. EtOAc was added and washed with water 3 times. The organics were dried (MgSO4), and concentrated to afford 4-{5-[(4-chlorophenyl)thio]-2-phenyl-1,3-oxazol-4-yl}benzohydrazide which was used with out further purification. LCMS: m/z 421.1 (M+H)+. Reaction SMILES: [C:15]([c:16]1[nH:17][cH:18][cH:19][n:20]1)([c:21]1[nH:22][cH:23][cH:24][n:25]1)=[O:26].[CH3:27][O:28][c:29]1[cH:30][cH:31][c:32]([CH2:33][NH2:34])[cH:35][cH:36]1.[Cl:1][c:2]1[cH:3][cH:4][c:5]([NH:8][N:9]=[C:10]([C:11](=[O:12])[OH:13])[CH3:14])[cH:6][cH:7]1.[O:37]1[CH2:38][CH2:39][CH2:40][CH2:41]1>>[Cl:1][c:2]1[cH:3][cH:4][c:5]([NH:8][N:9]=[C:10]([C:11](=[O:13])[NH:34][CH2:33][c:32]2[cH:31][cH:30][c:29]([O:28][CH3:27])[cH:36][cH:35]2)[CH3:14])[cH:6][cH:7]1. Reactants: O=C(c1ncc[nH]1)c1ncc[nH]1, COc1ccc(CN)cc1, CC(=NNc1ccc(Cl)cc1)C(=O)O, C1CCOC1. Product: COc1ccc(CNC(=O)C(C)=NNc2ccc(Cl)cc2)cc1. Reactants: C(C)(C)(C)OC(=O)CN1C=C(C[C@@H](NC(=O)OCC2=CC=CC=C2)C(=O)O)C2=CC=CC=C12 (1-[(tert-Butoxycarbonyl)methyl]-Nα-benzyloxycarbonyl-D-tryptophan). Reagents/catalysts: [Pd] (Pd/C). The yield is 90.9%. RXN SMILES: [C:1]([O:5][C:6]([CH2:8][N:9]1[C:33]2[C:28](=[CH:29][CH:30]=[CH:31][CH:32]=2)[C:11]([CH2:12][C@H:13]([C:25]([OH:27])=[O:26])[NH:14]C(OCC2C=CC=CC=2)=O)=[CH:10]1)=[O:7])([CH3:4])([CH3:3])[CH3:2]>CO.[Pd]>[C:1]([O:5][C:6]([CH2:8][N:9]1[C:33]2[C:28](=[CH:29][CH:30]=[CH:31][CH:32]=2)[C:11]([CH2:12][C@H:13]([C:25]([OH:27])=[O:26])[NH2:14])=[CH:10]1)=[O:7])([CH3:4])([CH3:2])[CH3:3]. Yields the product C(C)(C)(C)OC(=O)CN1C=C(C[C@@H](N)C(=O)O)C2=CC=CC=C12 (1-[(tert-Butoxycarbonyl)methyl]-D-tryptophan). Reported procedure: The 136 g of product obtained in Step A are diluted with 1.5 liters of methanol and hydrogenated in the presence of 5 g of 10% Pd/C under an H2 pressure of 1.2 bars. After 12 hours of reaction at ambient temperature, the solution is filtered and then concentrated in vacuo. 87 g of the expected product are obtained in the form of a beige powder. Run in CO (methanol).